This data is from the Open Reaction Database (ORD), a public repository of structured organic reaction records. The task is: describe an organic reaction: reactants, conditions, products, and yield Reactants: C(#N)C1(CC(OCC1)C)C1=CC(=CC=C1)I ((2SR, 4RS)-4-cyano-4-(3-iodophenyl)-2-methyl-3,4,5,6-tetrahydro-2H-pyran), C(C)(C)[Si](S)(C(C)C)C(C)C (triisopropylsilanethiol), [H-].[Na+] (sodium hydride), O (water). Reagents/catalysts: C=1C=CC(=CC1)[P](C=2C=CC=CC2)(C=3C=CC=CC3)[Pd]([P](C=4C=CC=CC4)(C=5C=CC=CC5)C=6C=CC=CC6)([P](C=7C=CC=CC7)(C=8C=CC=CC8)C=9C=CC=CC9)[P](C=1C=CC=CC1)(C=1C=CC=CC1)C=1C=CC=CC1 (tetrakis(triphenylphosphine)palladium(0)). The solvent is C1(=CC=CC=C1)C (toluene), C1(=CC=CC=C1)C (toluene). Run at temperature 80 celsius, time 15 minute. The product is C(#N)C1(CC(OCC1)C)C1=CC(=CC=C1)S[Si](C(C)C)(C(C)C)C(C)C ((2SR,4RS)-4-Cyano-2-methyl-4-(3-triisopropylsilylthiophenyl)-3,4,5,6-tetrahydro-2H-pyran). The yield is 96.5%. As a reaction SMILES: [CH:1]([Si:4]([CH:9]([CH3:11])[CH3:10])([CH:6]([CH3:8])[CH3:7])[SH:5])([CH3:3])[CH3:2].[H-].[Na+].[C:14]([C:16]1([C:23]2[CH:28]=[CH:27][CH:26]=[C:25](I)[CH:24]=2)[CH2:21][CH2:20][O:19][CH:18]([CH3:22])[CH2:17]1)#[N:15].O>C1(C)C=CC=CC=1.C1C=CC([P]([Pd]([P](C2C=CC=CC=2)(C2C=CC=CC=2)C2C=CC=CC=2)([P](C2C=CC=CC=2)(C2C=CC=CC=2)C2C=CC=CC=2)[P](C2C=CC=CC=2)(C2C=CC=CC=2)C2C=CC=CC=2)(C2C=CC=CC=2)C2C=CC=CC=2)=CC=1>[C:14]([C:16]1([C:23]2[CH:28]=[CH:27][CH:26]=[C:25]([S:5][Si:4]([CH:1]([CH3:3])[CH3:2])([CH:6]([CH3:8])[CH3:7])[CH:9]([CH3:11])[CH3:10])[CH:24]=2)[CH2:21][CH2:20][O:19][CH:18]([CH3:22])[CH2:17]1)#[N:15] |f:1.2,^1:41,43,62,81|. Procedure: To a stirred solution of triisopropylsilanethiol (Tetrahedron Lett. 1994, 35, 3221.; 684 mg, 3.6 mmol) in toluene (5 ml) was added sodium hydride (60% oil dispersion, 144 mg, 3.6 mmol) under a nitrogen atmosphere. After stirring for 15 min, the resulting solution was added to a mixture of (2SR, 4RS)-4-cyano-4-(3-iodophenyl)-2-methyl-3,4,5,6-tetrahydro-2H-pyran (1.07 g, 3.27 mmol) and tetrakis(triphenylphosphine)palladium(0) (114 mg, 0.1 mmol) in toluene (20 ml), and the mixture was heated at 80°... Reactants: OC1CCC1, COc1cc2cc(Nc3cc(C)[nH]n3)nc(Cl)c2cc1OC. Yields the product COc1cc2cc(Nc3cc(C)[nH]n3)nc(OC3CCC3)c2cc1OC. As a reaction SMILES: [CH:23]1([OH:27])[CH2:24][CH2:25][CH2:26]1.[Cl:1][c:2]1[n:3][c:4]([NH:16][c:17]2[n:18][nH:19][c:20]([CH3:22])[cH:21]2)[cH:5][c:6]2[cH:7][c:8]([O:14][CH3:15])[c:9]([O:12][CH3:13])[cH:10][c:11]12>>[c:2]1([O:27][CH:23]2[CH2:24][CH2:25][CH2:26]2)[n:3][c:4]([NH:16][c:17]2[n:18][nH:19][c:20]([CH3:22])[cH:21]2)[cH:5][c:6]2[cH:7][c:8]([O:14][CH3:15])[c:9]([O:12][CH3:13])[cH:10][c:11]12.